From a dataset of the Open Reaction Database (ORD), a public repository of structured organic reaction records. describe an organic reaction: reactants, conditions, products, and yield Starting materials: CC[Zn]CC, ClCCl, [Cl-], ClCI, I, [NH4+], Cc1ccc(S(=O)(=O)N2CC=C(CO)C2c2ccccc2)cc1. The product is Cc1ccc(S(=O)(=O)N2CC3CC3(CO)C2c2ccccc2)cc1. As a reaction SMILES: [CH2:24]([Zn:25][CH2:26][CH3:27])[CH3:28].[CH2:35]([Cl:36])[Cl:37].[Cl-:33].[Cl:30][CH2:31][I:32].[I:29].[NH4+:34].[c:1]1([CH:7]2[N:8]([S:14](=[O:15])(=[O:16])[c:17]3[cH:18][cH:19][c:20]([CH3:23])[cH:21][cH:22]3)[CH2:9][CH:10]=[C:11]2[CH2:12][OH:13])[cH:2][cH:3][cH:4][cH:5][cH:6]1>>[c:1]1([CH:7]2[N:8]([S:14](=[O:15])(=[O:16])[c:17]3[cH:18][cH:19][c:20]([CH3:23])[cH:21][cH:22]3)[CH2:9][CH:10]3[C:11]2([CH2:12][OH:13])[CH2:24]3)[cH:2][cH:3][cH:4][cH:5][cH:6]1. The reactants are COC(C(CC1CCC1)C1=CC(=C(C=C1)[N+](=O)[O-])OCC(F)(F)F)=O (3-cyclobutyl-2-[4-nitro-3-(2,2,2-trifluoro-ethoxy)-phenyl]-propionic acid methyl ester). The reagents and catalysts are [Pd] (Pd—C). Solvent: CCO (EtOH). The product is COC(C(CC1CCC1)C1=CC(=C(C=C1)N)OCC(F)(F)F)=O (2-[4-Amino-3-(2,2,2-trifluoro-ethoxy)-phenyl]-3-cyclobutyl-propionic acid methyl ester). Yield: 103.1%. Reaction SMILES: [CH3:1][O:2][C:3](=[O:25])[CH:4]([C:10]1[CH:15]=[CH:14][C:13]([N+:16]([O-])=O)=[C:12]([O:19][CH2:20][C:21]([F:24])([F:23])[F:22])[CH:11]=1)[CH2:5][CH:6]1[CH2:9][CH2:8][CH2:7]1>CCO.[Pd]>[CH3:1][O:2][C:3](=[O:25])[CH:4]([C:10]1[CH:15]=[CH:14][C:13]([NH2:16])=[C:12]([O:19][CH2:20][C:21]([F:24])([F:23])[F:22])[CH:11]=1)[CH2:5][CH:6]1[CH2:7][CH2:8][CH2:9]1. Reported procedure: A solution of the 3-cyclobutyl-2-[4-nitro-3-(2,2,2-trifluoro-ethoxy)-phenyl]-propionic acid methyl ester (15 g, 36.0 mmol) in EtOH (150 mL) was hydrogenated at 50 psi and 25° C. for 16 h in the presence of Pd—C catalyst (10%, 1.5 g). On the next day, the catalyst was filtered off and the solvent evaporated to give the crude product (12.3 g, 88%) as a yellow oil, which was used without purification for the next step. 1H NMR (300 MHz, CDCl3/TMS): δ 6.79-6.73 (m, 2H), 6.66 (d, J=8.0 Hz, 1H), 4.36 (...